Task: describe an organic reaction: reactants, conditions, products, and yield. Dataset: the Open Reaction Database (ORD), a public repository of structured organic reaction records Starting materials: FC=1C=CC2=C(N(C(=N2)[C@H](C)N)C2=NC=CC=C2)C1 ((S)-1-(6-fluoro-1-pyridin-2-yl-1H-benzoimidazol-2-yl)ethylamine), ClC1=C2N=CN(C2=NC=N1)C1OCCCC1 (6-chloro-9-(tetrahydropyran-2-yl)-9H-purine), CCN(C(C)C)C(C)C (DIPEA). Run in CC(C)O (IPA). Reaction conditions: temperature 90 celsius. Product: FC=1C=CC2=C(N(C(=N2)C(C)NC2=C3N=CNC3=NC=N2)C2=NC=CC=C2)C1 ([1-(6-Fluoro-1-pyridin-2-yl-1H-benzoimidazol-2-yl)-ethyl]-(9H-purin-6-yl)-amine). Isolated yield 62.3%. As a reaction SMILES: [F:1][C:2]1[CH:3]=[CH:4][C:5]2[N:9]=[C:8]([C@@H:10]([NH2:12])[CH3:11])[N:7]([C:13]3[CH:18]=[CH:17][CH:16]=[CH:15][N:14]=3)[C:6]=2[CH:19]=1.Cl[C:21]1[N:29]=[CH:28][N:27]=[C:26]2[C:22]=1[N:23]=[CH:24][N:25]2C1CCCCO1.CCN(C(C)C)C(C)C>CC(O)C>[F:1][C:2]1[CH:3]=[CH:4][C:5]2[N:9]=[C:8]([CH:10]([NH:12][C:21]3[N:29]=[CH:28][N:27]=[C:26]4[C:22]=3[N:23]=[CH:24][NH:25]4)[CH3:11])[N:7]([C:13]3[CH:18]=[CH:17][CH:16]=[CH:15][N:14]=3)[C:6]=2[CH:19]=1. Reported procedure: A mixture of (S)-1-(6-fluoro-1-pyridin-2-yl-1H-benzoimidazol-2-yl)ethylamine (764 mg, 3.0 mmol), 6-chloro-9-(tetrahydropyran-2-yl)-9H-purine (710 mg, 3.0 mmol) and DIPEA (2.6 mL, 15 mmol) in IPA (8 mL) was heated for 16 h at 90° C. After cooling to RT, the volatiles were removed under reduced pressure and the resulting residue loaded onto an Isolute® SCX-2 cartridge. The cartridge was washed with MeOH followed by 2M NH3/MeOH. The basic fractions were combined, concentrated in vacuo and the resul...